Dataset: the Open Reaction Database (ORD), a public repository of structured organic reaction records. Task: describe an organic reaction: reactants, conditions, products, and yield Starting materials: Nc1nc(N)c(-c2ccc(Cl)cc2Cl)c(CBr)n1, N#C[Na], CN(C)C=O. Yields the product N#CCc1nc(N)nc(N)c1-c1ccc(Cl)cc1Cl. RXN SMILES: [NH2:1][c:2]1[n:3][c:4]([CH2:17][Br:18])[c:5](-[c:9]2[c:10]([Cl:16])[cH:11][c:12]([Cl:15])[cH:13][cH:14]2)[c:6]([NH2:8])[n:7]1.[Na:19][C:20]#[N:21].[O:22]=[CH:23][N:24]([CH3:25])[CH3:26]>>[NH2:1][c:2]1[n:3][c:4]([CH2:17][C:20]#[N:21])[c:5](-[c:9]2[c:10]([Cl:16])[cH:11][c:12]([Cl:15])[cH:13][cH:14]2)[c:6]([NH2:8])[n:7]1.